From a dataset of the Open Reaction Database (ORD), a public repository of structured organic reaction records. describe an organic reaction: reactants, conditions, products, and yield The reactants are CCOC(=O)C1(CC)CCN(C(=O)OC(C)(C)C)CC1, CCO, [Li+], [OH-]. Product: CCC1(C(=O)O)CCN(C(=O)OC(C)(C)C)CC1. As a reaction SMILES: [CH2:1]([CH3:2])[O:3][C:4]([C:5]1([CH2:18][CH3:19])[CH2:6][CH2:7][N:8]([C:11](=[O:12])[O:13][C:14]([CH3:15])([CH3:16])[CH3:17])[CH2:9][CH2:10]1)=[O:20].[CH3:23][CH2:24][OH:25].[Li+:21].[OH-:22]>>[O:3]=[C:4]([C:5]1([CH2:18][CH3:19])[CH2:6][CH2:7][N:8]([C:11](=[O:12])[O:13][C:14]([CH3:15])([CH3:16])[CH3:17])[CH2:9][CH2:10]1)[OH:20]. The reactants are N(C1CCCCC1)C1CCCCC1 (Cy2NH), P(Cl)(Cl)Cl (PCl3), N(C1CCCCC1)C1CCCCC1.Cl (Cy2NH—HCl). The solvent is CCCCCC (hexane). Run at time 30 minute. Product: N(C1CCCCC1)(C1CCCCC1)P(Cl)Cl (Cy2N—PCl2). The yield is 76.5%. As a reaction SMILES: [P:1]([Cl:4])(Cl)[Cl:2].[NH:5]([CH:12]1[CH2:17][CH2:16][CH2:15][CH2:14][CH2:13]1)[CH:6]1[CH2:11][CH2:10][CH2:9][CH2:8][CH2:7]1.N(C1CCCCC1)C1CCCCC1.Cl>CCCCCC>[N:5]([P:1]([Cl:4])[Cl:2])([CH:12]1[CH2:13][CH2:14][CH2:15][CH2:16][CH2:17]1)[CH:6]1[CH2:11][CH2:10][CH2:9][CH2:8][CH2:7]1 |f:2.3|. Procedure details: A mixture of 34.4 g (0.25 moles) of PCl3 in 400 mL of hexane was treated with Cy2NH (90.7 g, 0.50 moles) dropwise at ° C. for 30 min. The resulting white slurry was warmed to room temperature and stirred for 1 h, refluxed overnight before removal of Cy2NH—HCl by filtration. The white solids were washed with hexane (2×100 mL). The combined filtrates were concentrated to give the crude Cy2N—PCl2 (54.0 g, 77% yield). 31P NMR (121 MHz, CD2Cl2): δ171.3 (s) ppm. The reactants are O=C(O)/C=C/c1ccccc1, NCc1cccc2ccccc12. The reagents and catalysts are C1CCN(C1)[P+](N2CCCC2)(N3CCCC3)Cl.F[P-](F)(F)(F)(F)F (PyCloP), CCN(C(C)C)C(C)C (DIPEA), C1=CC=C2C(=C1)N=NN2O (HOBt). Run in CN(C)C=O (DMF), CN(C)C=O (DMF), CN(C)C=O (DMF), CN(C)C=O (DMF), CN(C)C=O (DMF), CN(C)C=O (DMF). Reaction conditions: temperature 25 celsius, time 2 hour. Yields the product O=C(/C=C/c1ccccc1)NCc1cccc2ccccc12. Isolated yield 2.1%. Reaction SMILES: NCc1cccc2ccccc12.O=C(O)/C=C/c1ccccc1.C1CCN(C1)[P+](N2CCCC2)(N3CCCC3)Cl.F[P-](F)(F)(F)(F)F.C1=CC=C2C(=C1)N=NN2O.CCN(C(C)C)C(C)C.CN(C)C=O>>O=C(/C=C/c1ccccc1)NCc1cccc2ccccc12. The reactants are NC1=CC=CC2=C1N(C(=N2)NC2=C(C=C(C=C2)Cl)Cl)CC(CO)(F)F (3-{7-amino-2-[(2,4-dichlorophenyl)amino]-1H-benzimidazol-1-yl}-2,2-difluoropropan-1-ol), C(C)=O (acetaldehyde), C(C)(=O)O[BH-](OC(C)=O)OC(C)=O.[Na+] (sodium triacetoxyborohydride). The solvent is CO (methanol), C(C)(=O)O (acetic acid), O (water). Reaction conditions: temperature 0 celsius, time 30 minute. The product is ClC1=C(C=CC(=C1)Cl)NC1=NC2=C(N1CC(CO)(F)F)C(=CC=C2)N(CC)CC (3-{2-[(2,4-Dichlorophenyl)amino]-7-(diethylamino)-1H-benzimidazol-1-yl}-2,2-difluoropropan-1-ol). RXN SMILES: [NH2:1][C:2]1[C:7]2[N:8]([CH2:20][C:21]([F:25])([F:24])[CH2:22][OH:23])[C:9]([NH:11][C:12]3[CH:17]=[CH:16][C:15]([Cl:18])=[CH:14][C:13]=3[Cl:19])=[N:10][C:6]=2[CH:5]=[CH:4][CH:3]=1.[CH:26](=O)[CH3:27].[C:29](O[BH-](OC(=O)C)OC(=O)C)(=O)[CH3:30].[Na+]>CO.C(O)(=O)C.O>[Cl:19][C:13]1[CH:14]=[C:15]([Cl:18])[CH:16]=[CH:17][C:12]=1[NH:11][C:9]1[N:8]([CH2:20][C:21]([F:24])([F:25])[CH2:22][OH:23])[C:7]2[C:2]([N:1]([CH2:26][CH3:27])[CH2:29][CH3:30])=[CH:3][CH:4]=[CH:5][C:6]=2[N:10]=1 |f:2.3|. Reported procedure: To a solution of 3-{7-amino-2-[(2,4-dichlorophenyl)amino]-1H-benzimidazol-1-yl}-2,2-difluoropropan-1-ol (51.0 mg, 0.132 mmol) in methanol (1.3 mL) and acetic acid (26 μL) was added acetaldehyde (49 μL, 0.790 mmol) at 0° C. The mixture was stirred at 0° C. for 30 min. To the reaction mixture was added sodium triacetoxyborohydride (176.2 mg, 0.790 mmol) at 0° C. After 1 hr, the mixture was diluted with water and extracted with ethyl acetate (×3). The combined organic layer was washed with brine (×... The reactants are C1=NC=CC=2C(=CC=CC12)S(=O)(=O)N1CC(CCC1)=O (1-(5-isoquinolinesulfonyl)-3-piperidone), C(C)(=O)[O-].[NH4+] (ammonium acetate), C(#N)[BH3-].[Na+] (sodium cyanoborohydride), C1=NC=CC=2C(=CC=CC12)S(=O)(=O)N1CC(CCC1)O (1-(5-isoquinolinesulfonyl)-3-hydroxypiperidine). Solvent: CO (methanol). Yields the product C1=NC=CC=2C(=CC=CC12)S(=O)(=O)N1CC(CCC1)N (1-(5-isoquinolinesulfonyl)-3-aminopiperidine). Reaction SMILES: [CH:1]1[C:10]2[CH:9]=[CH:8][CH:7]=[C:6]([S:11]([N:14]3[CH2:19][CH2:18][CH2:17][CH:16](O)[CH2:15]3)(=[O:13])=[O:12])[C:5]=2[CH:4]=[CH:3][N:2]=1.C1C2C=CC=C(S(N3CCCC(=O)C3)(=O)=O)C=2C=C[N:22]=1.C([O-])(=O)C.[NH4+].C([BH3-])#N.[Na+]>CO>[CH:1]1[C:10]2[CH:9]=[CH:8][CH:7]=[C:6]([S:11]([N:14]3[CH2:19][CH2:18][CH2:17][CH:16]([NH2:22])[CH2:15]3)(=[O:13])=[O:12])[C:5]=2[CH:4]=[CH:3][N:2]=1 |f:2.3,4.5|. Reported procedure: Substantially the same procedures as in Example 13 were repeated except that 5.84 g to 1-(5-isoquinolinesulfonyl)-3-hydroxypiperidine was used in place of 5.84 g of 1-(5-isoquinolinesulfonyl)-4-hydroxypiperidine and that 2.9 g of the thus obtained 1-(5-isoquinolinesulfonyl)-3-piperidone was reacted in methanol with 2.31 g of ammonium acetate and 0.63 g of sodium cyanoborohydride at 20° C. for 24 hours. There was obtained 2.37 g of 1-(5-isoquinolinesulfonyl)-3-aminopiperidine [Compound(63)]. Comp... Reactants: ClC=1C=CC(=C(C#N)C1)[N+](=O)[O-] (5-chloro-2-nitrobenzonitrile), N1C(COCC1)=O (morpholin-3-one), C([O-])([O-])=O.[Cs+].[Cs+] (cesium carbonate). Reagents/catalysts: C=1C=CC(=CC1)/C=C/C(=O)/C=C/C2=CC=CC=C2.C=1C=CC(=CC1)/C=C/C(=O)/C=C/C2=CC=CC=C2.C=1C=CC(=CC1)/C=C/C(=O)/C=C/C2=CC=CC=C2.[Pd].[Pd] (tris(dibenzylideneacetone)dipalladium), C1(=CC=CC=C1)P(C1=CC=CC=2C(C3=CC=CC(=C3OC12)P(C1=CC=CC=C1)C1=CC=CC=C1)(C)C)C1=CC=CC=C1 (4,5-bis(diphenylphosphino)-9,9-dimethylxanthene). The solvent is O1CCOCC1 (dioxane), C(Cl)Cl (CH2Cl2). Conditions: temperature 120 celsius. Product: [N+](=O)([O-])C1=C(C#N)C=C(C=C1)N1C(COCC1)=O (2-nitro-5-(3-oxo-morpholin-4-yl)-benzonitrile). Yield: 54.2%. As a reaction SMILES: Cl[C:2]1[CH:3]=[CH:4][C:5]([N+:10]([O-:12])=[O:11])=[C:6]([CH:9]=1)[C:7]#[N:8].[NH:13]1[CH2:18][CH2:17][O:16][CH2:15][C:14]1=[O:19].C(=O)([O-])[O-].[Cs+].[Cs+]>O1CCOCC1.C(Cl)Cl.C1C=CC(/C=C/C(/C=C/C2C=CC=CC=2)=O)=CC=1.C1C=CC(/C=C/C(/C=C/C2C=CC=CC=2)=O)=CC=1.C1C=CC(/C=C/C(/C=C/C2C=CC=CC=2)=O)=CC=1.[Pd].[Pd].C1(P(C2C=CC=CC=2)C2C3OC4C(=CC=CC=4P(C4C=CC=CC=4)C4C=CC=CC=4)C(C)(C)C=3C=CC=2)C=CC=CC=1>[N+:10]([C:5]1[CH:4]=[CH:3][C:2]([N:13]2[CH2:18][CH2:17][O:16][CH2:15][C:14]2=[O:19])=[CH:9][C:6]=1[C:7]#[N:8])([O-:12])=[O:11] |f:2.3.4,7.8.9.10.11|. Procedure details: A suspension of 5-chloro-2-nitrobenzonitrile (2.41 g), morpholin-3-one (2 g), cesium carbonate (6.45 g), tris(dibenzylideneacetone)dipalladium (120 mg) and 4,5-bis(diphenylphosphino)-9,9-dimethylxanthene (230 mg) in 30 ml dioxane was heated for 24 h at 120° C. The reaction mixture was cooled to 25° C., diluted with CH2Cl2 and filtered through decalite. The organic layer was washed with water and brine and purified by chromatography (silica gel, AcOEt) to yield 2-nitro-5-(3-oxo-morpholin-4-yl)-be... The reactants are N[C@@H](CCCCNC(=O)OCC1=CC=CC=C1)C(=O)N[C@@H]([C@H](OCC1=CC=CC=C1)C)C(=O)N[C@@H](CCCCNC(=O)OCC1=CC=CC=C1)C(=O)NCC(=O)N[C@@H](COCC1=CC=CC=C1)C(=O)NCC(=O)N[C@@H](CC1=CC=CC=C1)C(=O)N[C@@H](CC1=CC=CC=C1)C(=O)OC.Cl (Lys(Z)Thr(Bzl)Lys(Z)GlySer(Bzl)GlyPhePheOMe.HCl), [H][H] (hydrogen). Reagents/catalysts: [Pd] (Pd/C). The solvent is CC(=O)O (AcOH). Yields the product N[C@@H](CCCCN)C(=O)N[C@@H]([C@H](O)C)C(=O)N[C@@H](CCCCN)C(=O)NCC(=O)N[C@@H](CO)C(=O)NCC(=O)N[C@@H](CC1=CC=CC=C1)C(=O)N[C@@H](CC1=CC=CC=C1)C(=O)OC (LysThrLysGlySerGlyPhePheOMe). The yield is 46.4%. RXN SMILES: [NH2:1][C@H:2]([C:18]([NH:20][C@H:21]([C:32]([NH:34][C@H:35]([C:51]([NH:53][CH2:54][C:55]([NH:57][C@H:58]([C:68]([NH:70][CH2:71][C:72]([NH:74][C@H:75]([C:83]([NH:85][C@H:86]([C:94]([O:96][CH3:97])=[O:95])[CH2:87][C:88]1[CH:93]=[CH:92][CH:91]=[CH:90][CH:89]=1)=[O:84])[CH2:76][C:77]1[CH:82]=[CH:81][CH:80]=[CH:79][CH:78]=1)=[O:73])=[O:69])[CH2:59][O:60]CC1C=CC=CC=1)=[O:56])=[O:52])[CH2:36][CH2:37][CH2:38][CH2:39][NH:40]C(OCC1C=CC=CC=1)=O)=[O:33])[C@@H:22]([CH3:31])[O:23]CC1C=CC=CC=1)=[O:19])[CH2:3][CH2:4][CH2:5][CH2:6][NH:7]C(OCC1C=CC=CC=1)=O.Cl.[H][H]>CC(O)=O.[Pd]>[NH2:1][C@H:2]([C:18]([NH:20][C@H:21]([C:32]([NH:34][C@H:35]([C:51]([NH:53][CH2:54][C:55]([NH:57][C@H:58]([C:68]([NH:70][CH2:71][C:72]([NH:74][C@H:75]([C:83]([NH:85][C@H:86]([C:94]([O:96][CH3:97])=[O:95])[CH2:87][C:88]1[CH:93]=[CH:92][CH:91]=[CH:90][CH:89]=1)=[O:84])[CH2:76][C:77]1[CH:78]=[CH:79][CH:80]=[CH:81][CH:82]=1)=[O:73])=[O:69])[CH2:59][OH:60])=[O:56])=[O:52])[CH2:36][CH2:37][CH2:38][CH2:39][NH2:40])=[O:33])[C@@H:22]([CH3:31])[OH:23])=[O:19])[CH2:3][CH2:4][CH2:5][CH2:6][NH2:7] |f:0.1|. Reported procedure: Partially protected octapeptide (IV) (0.10 g) was hydrogenated in 85% AcOH (70 ml) with 10% Pd/C catalyst (0.20 g) over a steady stream of hydrogen for 20 hours. The mixture was filtered, evaporated in vacuo and residue filtered on Sephadex LH20 eluting with water to give the desired octapeptide methyl ester (V) (0.03 g, 46% yield). TLC examination showed 1 spot at Rf 0.2 in 5:2:2 BAW (t-BuOCl/KI-starch stain) and Rf 0.5 in 5:2:3 BAW (Ninhydrin stain). Amino acid analysis: RXN SMILES: [C:1]1([NH:11][S:12]([CH3:15])(=[O:14])=[O:13])[C:10]2[C:5](=[CH:6][CH:7]=[CH:8][CH:9]=2)[CH:4]=[CH:3][CH:2]=1.[H-].[Na+].Cl[CH2:19][CH2:20][CH2:21][N:22]1[CH2:27][CH2:26][N:25]([C:28]2[CH:33]=[CH:32][C:31]([F:34])=[CH:30][CH:29]=2)[CH2:24][CH2:23]1>CN(C)C=O.O.C(OCC)(=O)C>[F:34][C:31]1[CH:30]=[CH:29][C:28]([N:25]2[CH2:24][CH2:23][N:22]([CH2:21][CH2:20][CH2:19][N:11]([C:1]3[C:10]4[C:5](=[CH:6][CH:7]=[CH:8][CH:9]=4)[CH:4]=[CH:3][CH:2]=3)[S:12]([CH3:15])(=[O:14])=[O:13])[CH2:27][CH2:26]2)=[CH:33][CH:32]=1 |f:1.2|. Yields the product FC1=CC=C(C=C1)N1CCN(CC1)CCCN(S(=O)(=O)C)C1=CC=CC2=CC=CC=C12 (N[3-(4-(4-fluorophenyl)- 1-piperazinyl)propyl]-N-(1-naphthyl)methanesulphonamide). Reaction conditions: temperature 110 celsius, time 15 minute. The yield is 39.1%. Reactants: ClCCCN1CCN(CC1)C1=CC=C(C=C1)F (1-(3-chloropropyl)-4-(4-fluorophenyl)piperazine), C1(=CC=CC2=CC=CC=C12)NS(=O)(=O)C (N-(1-naphthyl)methanesulphonamide), [H-].[Na+] (sodium hydride). Run in O (water), C(C)(=O)OCC (ethyl acetate), CN(C=O)C (N,N-dimethylformamide), CN(C=O)C (N,N-dimethylformamide), CN(C=O)C (N,N-dimethylformamide). Procedure: A solution of N-(1-naphthyl)methanesulphonamide (6.6 g) in dry N,N-dimethylformamide (20 cc) is added dropwise to a suspension of sodium hydride (0.9 g, 80% suspension in oil) in N,N-dimethylformamide (50 cc). After stirring for 15 minutes, a solution of 1-(3-chloropropyl)-4-(4-fluorophenyl)piperazine (7.2 g) in N,N-dimethylformamide (20 cc) is added. The reaction mixture is heated to 110° C. for 2 hours and 30 minutes and is then cooled and poured in a mixture of water (300 cc) and ethyl acetat... The reactants are ClC1=CC(=CC=C1)I (1-chloro-3-iodobenzene), CCCCCC (hexane), O (water), ClC=1C=C(C=C(C1F)Cl)C(F)(F)F (3,5-dichloro-4-fluorobenzotrifluoride). Run in C1=CC=CC=C1 (benzene), C(CCC)[Li] (n-butyllithium). Product: ClC1=CC(=CC=C1)C1=C(C=C(C=C1Cl)C(F)(F)F)Cl (1-chloro-3-(2,6-dichloro-4-trifluoromethylphenyl)benzene). Yield: 36.7%. Reaction SMILES: [Cl:1][C:2]1[CH:7]=[CH:6][CH:5]=[C:4](I)[CH:3]=1.CCCCCC.[Cl:15][C:16]1[CH:17]=[C:18]([C:24]([F:27])([F:26])[F:25])[CH:19]=[C:20]([Cl:23])[C:21]=1F.O>C1C=CC=CC=1.C([Li])CCC>[Cl:1][C:2]1[CH:7]=[CH:6][CH:5]=[C:4]([C:21]2[C:20]([Cl:23])=[CH:19][C:18]([C:24]([F:25])([F:27])[F:26])=[CH:17][C:16]=2[Cl:15])[CH:3]=1. Reported procedure: To 10.0 g (41.9 mmol) of 1-chloro-3-iodobenzene in 50 ml of dry benzene, 32.0 ml of a n-butyllithium solution in hexane (1.56 mol/1) was added dropwise in a nitrogen stream at room temperature with stirring. After another 2 hours of stirring at room temperature, 9.9 g (42.5 mmol) of 3,5-dichloro-4-fluorobenzotrifluoride was added dropwise at 10° C. After another 12 hours of stirring at room temperature, the reaction mixture was poured into 500 ml of water for separation. The organic layer was wa...